This data is from the Open Reaction Database (ORD), a public repository of structured organic reaction records. The task is: describe an organic reaction: reactants, conditions, products, and yield Reactants: CCc1nc2c(cnn2CC)c(NC2CCOCC2)c1CNC(=O)c1cccc(C(=O)O)c1, CC(C)(C)OC(=O)N1CCN(Cc2cccc(-c3cccc(CN)c3)c2)CC1, CN(C)C=O. The product is CCc1nc2c(cnn2CC)c(NC2CCOCC2)c1CNC(=O)c1cccc(C(=O)NCc2cccc(-c3cccc(CN4CCN(C(=O)OC(C)(C)C)CC4)c3)c2)c1. As a reaction SMILES: [CH2:1]([CH3:2])[n:3]1[n:4][cH:5][c:6]2[c:7]1[n:8][c:9]([CH2:32][CH3:33])[c:10]([CH2:19][NH:20][C:21](=[O:22])[c:23]1[cH:24][c:25]([C:26](=[O:27])[OH:28])[cH:29][cH:30][cH:31]1)[c:11]2[NH:12][CH:13]1[CH2:14][CH2:15][O:16][CH2:17][CH2:18]1.[NH2:34][CH2:35][c:36]1[cH:37][c:38](-[c:42]2[cH:43][c:44]([CH2:48][N:49]3[CH2:50][CH2:51][N:52]([C:55](=[O:56])[O:57][C:58]([CH3:59])([CH3:60])[CH3:61])[CH2:53][CH2:54]3)[cH:45][cH:46][cH:47]2)[cH:39][cH:40][cH:41]1.[O:62]=[CH:63][N:64]([CH3:65])[CH3:66]>>[CH2:1]([CH3:2])[n:3]1[n:4][cH:5][c:6]2[c:7]1[n:8][c:9]([CH2:32][CH3:33])[c:10]([CH2:19][NH:20][C:21](=[O:22])[c:23]1[cH:24][c:25]([C:26](=[O:27])[NH:34][CH2:35][c:36]3[cH:37][c:38](-[c:42]4[cH:43][c:44]([CH2:48][N:49]5[CH2:50][CH2:51][N:52]([C:55](=[O:56])[O:57][C:58]([CH3:59])([CH3:60])[CH3:61])[CH2:53][CH2:54]5)[cH:45][cH:46][cH:47]4)[cH:39][cH:40][cH:41]3)[cH:29][cH:30][cH:31]1)[c:11]2[NH:12][CH:13]1[CH2:14][CH2:15][O:16][CH2:17][CH2:18]1. The reactants are ClC1=CC(=C(OC2=CC=C(C#N)C=C2)C=C1)NC1=CC=NC2=NC(=CC=C12)C (4-[4-Chloro-2-(7-methyl-[1,8]naphthyridin-4-ylamino)-phenoxy]-benzonitrile), [H-].[Al+3].[Li+].[H-].[H-].[H-] (lithium aluminum hydride). The solvent is C1CCOC1 (THF). Yields the product NCC1=CC=C(OC2=C(C=C(C=C2)Cl)NC2=CC=NC3=NC(=CC=C23)C)C=C1 ([2-(4-Aminomethyl-phenoxy)-5-chloro-phenyl]-(7-methyl-[1,8]naphthyridin-4-yl)-amine). Reaction SMILES: [Cl:1][C:2]1[CH:16]=[CH:15][C:5]([O:6][C:7]2[CH:14]=[CH:13][C:10]([C:11]#[N:12])=[CH:9][CH:8]=2)=[C:4]([NH:17][C:18]2[C:27]3[C:22](=[N:23][C:24]([CH3:28])=[CH:25][CH:26]=3)[N:21]=[CH:20][CH:19]=2)[CH:3]=1.[H-].[Al+3].[Li+].[H-].[H-].[H-]>C1COCC1>[NH2:12][CH2:11][C:10]1[CH:13]=[CH:14][C:7]([O:6][C:5]2[CH:15]=[CH:16][C:2]([Cl:1])=[CH:3][C:4]=2[NH:17][C:18]2[C:27]3[C:22](=[N:23][C:24]([CH3:28])=[CH:25][CH:26]=3)[N:21]=[CH:20][CH:19]=2)=[CH:8][CH:9]=1 |f:1.2.3.4.5.6|. Procedure details: The product of Example 167c (88 mg, 0.175 mmol) was reacted with lithium aluminum hydride (13.3 mg, 0.351 mmol) in THF (5 mL) at 60° C. for 15 h giving the crude title compound which was purified by HPLC with TFA providing the product as the trifluoroacetic acid (15 mg, 14%). 1H NMR (300 MHz, DMSO-d6) δ ppm: 11.04 (s, 1H) 8.92 (d, J=8.82 Hz, 1H) 8.54 (d, J=6.99 Hz, 1H) 8.18 (s, 2H) 7.72-7.80 (m, 2H) 7.59 (dd, J=9.01, 2.76 Hz, 1H) 7.40 (d, J=8.82 Hz, 2H) 6.99-7.12 (m, 3H) 6.74 (d, J=6.99 Hz, 1H) ...